describe an organic reaction: reactants, conditions, products, and yield From a dataset of the Open Reaction Database (ORD), a public repository of structured organic reaction records. Starting materials: CN(C)C=O, Cc1[nH]cnc1C(=O)O, CCOCC, O=C(Cl)C(=O)Cl, C1CCOC1. The product is Cc1[nH]cnc1C(=O)O, [Cl-]. Reaction SMILES: [CH3:10][N:11]([CH3:12])[CH:13]=[O:14].[CH3:1][c:2]1[c:3]([C:7](=[O:8])[OH:9])[n:4][cH:5][nH:6]1.[CH3:26][CH2:27][O:28][CH2:29][CH3:30].[Cl:15][C:16]([C:17]([Cl:18])=[O:19])=[O:20].[O:21]1[CH2:22][CH2:23][CH2:24][CH2:25]1>>[CH3:1][c:2]1[c:3]([C:7](=[O:8])[OH:9])[n:4][cH:5][nH:6]1.[Cl-:15]. Reported procedure: N2-[4-(4,4,5,5-tetramethyl-1,3,2-dioxaborolan-2-yl)phenyl]-1,3-benzothiazol-2-amine was prepared from N2-(4-bromophenyl)-1,3-benzothiazol-2-amine (0.909 g, 2.98 mmol) in a manner similar to that used for N2-[2-fluoro-4-(4,4,5,5-tetramethyl-1,3,2-dioxaborolan-2-yl)phenyl]-1,3-benzoxazol-2-amine. The compound was formed as an off-white powder (0.321 g, 31%). RP-HPLC (25 to 100% CH3CN in 0.1 N aqueous ammonium acetate over 10 min at 1 mL/min using a Hypersil HS C18, 250×4.6 mm column) tr=13.82 min.... As a reaction SMILES: Br[C:2]1[CH:7]=[CH:6][C:5]([NH:8][C:9]2[S:10][C:11]3[CH:17]=[CH:16][CH:15]=[CH:14][C:12]=3[N:13]=2)=[CH:4][CH:3]=1.FC1C=C([B:25]2[O:29][C:28]([CH3:31])([CH3:30])[C:27]([CH3:33])([CH3:32])[O:26]2)C=CC=1NC1OC2C=CC=CC=2N=1>>[CH3:32][C:27]1([CH3:33])[C:28]([CH3:31])([CH3:30])[O:29][B:25]([C:2]2[CH:7]=[CH:6][C:5]([NH:8][C:9]3[S:10][C:11]4[CH:17]=[CH:16][CH:15]=[CH:14][C:12]=4[N:13]=3)=[CH:4][CH:3]=2)[O:26]1. Yield: 31.0%. The reactants are BrC1=CC=C(C=C1)NC=1SC2=C(N1)C=CC=C2 (N2-(4-bromophenyl)-1,3-benzothiazol-2-amine), FC1=C(C=CC(=C1)B1OC(C(O1)(C)C)(C)C)NC=1OC2=C(N1)C=CC=C2 (N2-[2-fluoro-4-(4,4,5,5-tetramethyl-1,3,2-dioxaborolan-2-yl)phenyl]-1,3-benzoxazol-2-amine). The product is CC1(OB(OC1(C)C)C1=CC=C(C=C1)NC=1SC2=C(N1)C=CC=C2)C (N2-[4-(4,4,5,5-tetramethyl-1,3,2-dioxaborolan-2-yl)phenyl]-1,3-benzothiazol-2-amine), powder. Reactants: [Al+3], C1CCOC1, CCOC(C)=O, [H-], [H-], [H-], [H-], [Li+], Cc1ccc(-c2c(C#N)c(N)nc3ccccc23)cc1, O. The product is Cc1ccc(-c2c(CN)c(N)nc3ccccc23)cc1. Reaction SMILES: [Al+3:22].[CH2:28]1[O:29][CH2:30][CH2:31][CH2:32]1.[CH3:33][CH2:34][O:35][C:36](=[O:37])[CH3:38].[H-:21].[H-:24].[H-:25].[H-:26].[Li+:23].[NH2:1][c:2]1[n:3][c:4]2[cH:5][cH:6][cH:7][cH:8][c:9]2[c:10](-[c:14]2[cH:15][cH:16][c:17]([CH3:20])[cH:18][cH:19]2)[c:11]1[C:12]#[N:13].[OH2:27]>>[NH2:1][c:2]1[n:3][c:4]2[cH:5][cH:6][cH:7][cH:8][c:9]2[c:10](-[c:14]2[cH:15][cH:16][c:17]([CH3:20])[cH:18][cH:19]2)[c:11]1[CH2:12][NH2:13]. Reactants: CC(=O)C1=CC(=CC=C1)C(F)(F)F (3-(trifluoromethyl)acetophenone), [I-].C[N+](C)=C (N-methyl-N-methylenemethanaminium iodide), Cl (hydrochloric acid). The solvent is C(C)O (ethanol). The product is I.CN(CCC(=O)C1=CC(=CC=C1)C(F)(F)F)C (3-(dimethylamino)-1-(3-(trifluoromethyl)phenyl)propan-1-one hydroiodide). Yield: 71.6%. As a reaction SMILES: [CH3:1][C:2]([C:4]1[CH:9]=[CH:8][CH:7]=[C:6]([C:10]([F:13])([F:12])[F:11])[CH:5]=1)=[O:3].[I-:14].[CH3:15][N+:16](=[CH2:18])[CH3:17].Cl>C(O)C>[IH:14].[CH3:15][N:16]([CH3:18])[CH2:17][CH2:1][C:2]([C:4]1[CH:9]=[CH:8][CH:7]=[C:6]([C:10]([F:11])([F:12])[F:13])[CH:5]=1)=[O:3] |f:1.2,5.6|. Procedure details: A mixture of 1-(3-(trifluoromethyl)phenyl)ethanone (5.0 g) (II), N-methyl-N-methylenemethanaminium iodide (5.4 g), 31% w/w aqueous hydrochloric acid (0.1 mL) in ethanol (7 mL) was stirred at reflux temperature for 24 hrs, then cooled down and the solvent flushed with toluene (50 mL). The precipitated pale yellow solid was then filtrated, washed with toluene and dried to give the title compound (IV) (7.1 g). Reaction SMILES: Br[CH2:2][CH2:3][CH2:4][CH2:5][O:6][C:7]1[CH:8]=[CH:9][C:10]2[C:14]([C:15]3[CH:20]=[CH:19][C:18]([F:21])=[CH:17][CH:16]=3)=[CH:13][S:12][C:11]=2[CH:22]=1.[CH3:23][O:24][CH2:25][CH2:26][NH:27][CH2:28][CH2:29][O:30][CH3:31]>>[F:21][C:18]1[CH:19]=[CH:20][C:15]([C:14]2[C:10]3[CH:9]=[CH:8][C:7]([O:6][CH2:5][CH2:4][CH2:3][CH2:2][N:27]([CH2:28][CH2:29][O:30][CH3:31])[CH2:26][CH2:25][O:24][CH3:23])=[CH:22][C:11]=3[S:12][CH:13]=2)=[CH:16][CH:17]=1. Procedure: In analogy to example 3.1, 6-(4-Bromo-butoxy)-3-(4-fluoro-phenyl)-benzo[b]thiophene and bis(2-methoxyethyl)amine were converted to yield {4-[3-(4-Fluoro-phenyl)-benzo[b]thiophen-6-yloxy]-butyl}-bis-(2-methoxy-ethyl)-amine as colorless oil, MS: 432 (MH+). Product: FC1=CC=C(C=C1)C=1C2=C(SC1)C=C(C=C2)OCCCCN(CCOC)CCOC ({4-[3-(4-Fluoro-phenyl)-benzo[b]thiophen-6-yloxy]-butyl}-bis-(2-methoxy-ethyl)-amine). Reactants: BrCCCCOC=1C=CC2=C(SC=C2C2=CC=C(C=C2)F)C1 (6-(4-Bromo-butoxy)-3-(4-fluoro-phenyl)-benzo[b]thiophene), COCCNCCOC (bis(2-methoxyethyl)amine). Starting materials: Cc1cccc(O)c1, Cc1cc(Nc2cc3ccccc3c(Cl)n2)n[nH]1. The product is Cc1cccc(Oc2nc(Nc3cc(C)[nH]n3)cc3ccccc23)c1. Reaction SMILES: [CH3:1][c:2]1[cH:3][c:4]([OH:8])[cH:5][cH:6][cH:7]1.[Cl:9][c:10]1[n:11][c:12]([NH:20][c:21]2[n:22][nH:23][c:24]([CH3:26])[cH:25]2)[cH:13][c:14]2[cH:15][cH:16][cH:17][cH:18][c:19]12>>[CH3:1][c:2]1[cH:3][c:4]([O:8][c:10]2[n:11][c:12]([NH:20][c:21]3[n:22][nH:23][c:24]([CH3:26])[cH:25]3)[cH:13][c:14]3[cH:15][cH:16][cH:17][cH:18][c:19]23)[cH:5][cH:6][cH:7]1. Reactants: Fc1ccccc1N1CCNCC1, CCCc1cc(CCC=O)n(-c2cccc([N+](=O)[O-])c2)n1. The product is CCCc1cc(CCCN2CCN(c3ccccc3F)CC2)n(-c2cccc([N+](=O)[O-])c2)n1. RXN SMILES: [F:22][c:23]1[c:24]([N:29]2[CH2:30][CH2:31][NH:32][CH2:33][CH2:34]2)[cH:25][cH:26][cH:27][cH:28]1.[N+:1](=[O:2])([O-:3])[c:4]1[cH:5][c:6](-[n:10]2[n:11][c:12]([CH2:19][CH2:20][CH3:21])[cH:13][c:14]2[CH2:15][CH2:16][CH:17]=[O:18])[cH:7][cH:8][cH:9]1>>[N+:1](=[O:2])([O-:3])[c:4]1[cH:5][c:6](-[n:10]2[n:11][c:12]([CH2:19][CH2:20][CH3:21])[cH:13][c:14]2[CH2:15][CH2:16][CH2:17][N:32]2[CH2:31][CH2:30][N:29]([c:24]3[c:23]([F:22])[cH:28][cH:27][cH:26][cH:25]3)[CH2:34][CH2:33]2)[cH:7][cH:8][cH:9]1.